From a dataset of the Open Reaction Database (ORD), a public repository of structured organic reaction records. describe an organic reaction: reactants, conditions, products, and yield Starting materials: C(C)OC(CCN(CCC=O)CC1=CC2=C1C=C(C=C2)OC)=O (3-[N-(5-methoxybenzocyclobuten-1-ylmethyl)-N-(3-oxopropyl)-amino]propionic acid ethyl ester), C[O-].[Na+] (sodium methoxide). The solvent is CN(C=O)C (dimethylformamide), CN(C=O)C (dimethylformamide). Conditions: temperature 40 celsius, time 3 hour. The product is C(C)OC(=O)[C@@H]1CN(CC[C@H]1O)CC1=CC2=C1C=C(C=C2)OC (Trans-4-hydroxy-1-[(5-methoxybenzocyclobuten-1-yl)methyl]-piperidine-3-carboxylic acid ethyl ester). Reaction SMILES: [CH2:1]([O:3][C:4](=[O:23])[CH2:5][CH2:6][N:7]([CH2:12][C:13]1[C:16]2[CH:17]=[C:18]([O:21][CH3:22])[CH:19]=[CH:20][C:15]=2[CH:14]=1)[CH2:8][CH2:9][CH:10]=[O:11])[CH3:2].C[O-].[Na+]>CN(C)C=O>[CH2:1]([O:3][C:4]([C@H:5]1[C@H:10]([OH:11])[CH2:9][CH2:8][N:7]([CH2:12][C:13]2[C:16]3[CH:17]=[C:18]([O:21][CH3:22])[CH:19]=[CH:20][C:15]=3[CH:14]=2)[CH2:6]1)=[O:23])[CH3:2] |f:1.2|. Procedure details: A solution of 12.78 g (40 mmol) of 3-[N-(5-methoxybenzocyclobuten-1-ylmethyl)-N-(3-oxopropyl)-amino]propionic acid ethyl ester in 100 ml of dimethylformamide is added to a solution of 2.43 g (45 mmol) of sodium methoxide in 15 ml of dimethylformamide and the whole is stirred for 3 hours at 40° C. The solvent is then evaporated off under reduced pressure and the residue is separated into its components by chromatography on 400 g of silica gel with dichloromethane/methanol (95:5). Trans-4-hydroxy-... Starting materials: NC1=NNC=C1C(=O)OCC (3-amino4-carbethoxypyrazole), [H-].[Na+] (NaH), COC1=CC=C(CCl)C=C1 (4-methoxybenzyl chloride). Solvent: CCOC(=O)C (EtOAc), C(C)#N (acetonitrile). Run at time 15 minute. Product: NC=1C(=CN(N1)CC1=CC=C(C=C1)OC)C(=O)OCC (ethyl 5-amino-2-p-methoxybenzyl-4-pyrazolecarboxylate). As a reaction SMILES: [NH2:1][C:2]1[C:6]([C:7]([O:9][CH2:10][CH3:11])=[O:8])=[CH:5][NH:4][N:3]=1.[H-].[Na+].[CH3:14][O:15][C:16]1[CH:23]=[CH:22][C:19]([CH2:20]Cl)=[CH:18][CH:17]=1>C(#N)C.CCOC(C)=O>[NH2:1][C:2]1[C:6]([C:7]([O:9][CH2:10][CH3:11])=[O:8])=[CH:5][N:4]([CH2:20][C:19]2[CH:22]=[CH:23][C:16]([O:15][CH3:14])=[CH:17][CH:18]=2)[N:3]=1 |f:1.2|. Procedure details: To a solution of 3-amino4-carbethoxypyrazole (15 g, 96.7 mmol) in acetonitrile (750 mL) was add NaH (60% oil dispersion, 4 g, 100 mmol) at rt. After 15 min., 4-methoxybenzyl chloride (15.7 g, 100 mmol) was added with stirring. The reaction was allowed to run for 24 h. The reaction mixture was then diluted with EtOAc and washed with H2O, brine and dried (Na2SO4). Removal of the solvent gave the crude product which was further purified by flash column (silica gel, EtOAc/hexane, 1:1) to give ethyl ...